The task is: describe an organic reaction: reactants, conditions, products, and yield. This data is from the Open Reaction Database (ORD), a public repository of structured organic reaction records. Starting materials: CN(C)C(=[N+](C)C)ON1C2=C(C=CC=C2)N=N1.[B-](F)(F)(F)F (TBTU), N([C@@H](CCCCNC(=O)OC(C)(C)C)C(=O)O)C(=O)OCC1=CC=CC=C1 (Z-Lys(BOC)), N1[C@H](C(=O)N[C@@H](CC2=CNC3=CC=CC=C23)C(=O)N[C@@H](C(C)(C)C)C(=O)N[C@@H](CC(C)C)C(=O)OCC)CCC1 (Pro-Trp-Tle-Leu-OEt), CN1CCOCC1 (NMM). Solvent: CN(C)C=O (DMF). Reaction conditions: temperature 0 celsius, time 1 hour. Product: N (NH3), N([C@@H](CCCCNC(=O)OC(C)(C)C)C(=O)N1[C@H](C(=O)N[C@@H](CC2=CNC3=CC=CC=C23)C(=O)N[C@@H](C(C)(C)C)C(=O)N[C@@H](CC(C)C)C(=O)OCC)CCC1)C(=O)OCC1=CC=CC=C1 (Z-Lys(BOC)-Pro-Trp-Tle-Leu-OEt). The yield is 147.4%. RXN SMILES: [NH:1]([C:18]([O:20][CH2:21][C:22]1[CH:27]=[CH:26][CH:25]=[CH:24][CH:23]=1)=[O:19])[C@H:2]([C:15]([OH:17])=O)[CH2:3][CH2:4][CH2:5][CH2:6][NH:7][C:8]([O:10][C:11]([CH3:14])([CH3:13])[CH3:12])=[O:9].[NH:28]1[CH2:67][CH2:66][CH2:65][C@H:29]1[C:30]([NH:32][C@H:33]([C:44]([NH:46][C@H:47]([C:52]([NH:54][C@H:55]([C:60]([O:62][CH2:63][CH3:64])=[O:61])[CH2:56][CH:57]([CH3:59])[CH3:58])=[O:53])[C:48]([CH3:51])([CH3:50])[CH3:49])=[O:45])[CH2:34][C:35]1[C:43]2[C:38](=[CH:39][CH:40]=[CH:41][CH:42]=2)[NH:37][CH:36]=1)=[O:31].CN1CCOCC1.CN(C(ON1N=NC2C=CC=CC1=2)=[N+](C)C)C.[B-](F)(F)(F)F>CN(C=O)C>[NH3:1].[NH:1]([C:18]([O:20][CH2:21][C:22]1[CH:27]=[CH:26][CH:25]=[CH:24][CH:23]=1)=[O:19])[C@H:2]([C:15]([N:28]1[CH2:67][CH2:66][CH2:65][C@H:29]1[C:30]([NH:32][C@H:33]([C:44]([NH:46][C@H:47]([C:52]([NH:54][C@H:55]([C:60]([O:62][CH2:63][CH3:64])=[O:61])[CH2:56][CH:57]([CH3:59])[CH3:58])=[O:53])[C:48]([CH3:51])([CH3:50])[CH3:49])=[O:45])[CH2:34][C:35]1[C:43]2[C:38](=[CH:39][CH:40]=[CH:41][CH:42]=2)[NH:37][CH:36]=1)=[O:31])=[O:17])[CH2:3][CH2:4][CH2:5][CH2:6][NH:7][C:8]([O:10][C:11]([CH3:12])([CH3:13])[CH3:14])=[O:9] |f:3.4|. Procedure: Z-Lys(BOC) (0.75 g, 1.98 mmol), Pro-Trp-Tle-Leu-OEt (Seq ID No: 7), (1.0 g, 1.8 mmol) (prepared by catalytic hydrogenation of Z-Pro-Tle-Leu-OEt (Seq ID No: 7) over palladium on charcoal), and NMM (0.36 mL) is dissolved in 15 mL DMF, cooled to 0° C., and treated with TBTU (0.635 g, 1.98 mmol). The reaction is stirred at 0° C. for 1 hour then removed from the ice bath and stirred at room temperature for 3 hours. The mixture is poured into 150 mL of a saturated solution of sodium carbonate which is...